From a dataset of the Open Reaction Database (ORD), a public repository of structured organic reaction records. describe an organic reaction: reactants, conditions, products, and yield Yield: 27.0%. Reported procedure: To a mixed liquid of 200 mg of (3RS,4RS)-2-[(1SR,2SR)-2-aminocyclohexyl]-N-(benzyloxy)-3-(2,4-dichlorophenyl)-1-oxo-1,2,3,4-tetrahydroisoquinoline-4-carboxamide and 40 ml of dimethoxyethane was added 357 mg of sulfamide, followed by stirring at 80° C. for 2 days. The reaction solution was concentrated, added with chloroform, and then washed with water. The organic layer was dried over anhydrous magnesium sulfate, and the solvent was then evaporated. The residue was purified by silica gel column ... The reactants are NC1C(CCCC1)N1C(C2=CC=CC=C2C(C1C1=C(C=C(C=C1)Cl)Cl)C(=O)NOCC1=CC=CC=C1)=O ((3RS,4RS)-2-[(1SR,2SR)-2-aminocyclohexyl]-N-(benzyloxy)-3-(2,4-dichlorophenyl)-1-oxo-1,2,3,4-tetrahydroisoquinoline-4-carboxamide), S(=O)(=O)(N)N (sulfamide). Product: NS(=O)(=O)NC1C(CCCC1)N1C(C2=CC=CC=C2C(C1C1=C(C=C(C=C1)Cl)Cl)C(=O)NOCC1=CC=CC=C1)=O ((3RS,4RS)-2-{(1SR,2SR)-2-[(aminosulfonyl)amino]cyclohexyl}-N-(benzyloxy)-3-(2,4-dichlorophenyl)-1-oxo-1,2,3,4-tetrahydroisoquinoline-4-carboxamide). As a reaction SMILES: [NH2:1][CH:2]1[CH2:7][CH2:6][CH2:5][CH2:4][CH:3]1[N:8]1[CH:17]([C:18]2[CH:23]=[CH:22][C:21]([Cl:24])=[CH:20][C:19]=2[Cl:25])[CH:16]([C:26]([NH:28][O:29][CH2:30][C:31]2[CH:36]=[CH:35][CH:34]=[CH:33][CH:32]=2)=[O:27])[C:15]2[C:10](=[CH:11][CH:12]=[CH:13][CH:14]=2)[C:9]1=[O:37].[S:38](N)([NH2:41])(=[O:40])=[O:39]>C(COC)OC>[NH2:41][S:38]([NH:1][CH:2]1[CH2:7][CH2:6][CH2:5][CH2:4][CH:3]1[N:8]1[CH:17]([C:18]2[CH:23]=[CH:22][C:21]([Cl:24])=[CH:20][C:19]=2[Cl:25])[CH:16]([C:26]([NH:28][O:29][CH2:30][C:31]2[CH:32]=[CH:33][CH:34]=[CH:35][CH:36]=2)=[O:27])[C:15]2[C:10](=[CH:11][CH:12]=[CH:13][CH:14]=2)[C:9]1=[O:37])(=[O:40])=[O:39]. Reaction conditions: temperature 80 celsius, time 2 day. Solvent: C(OC)COC (dimethoxyethane). Starting materials: C12(CC3CC(CC(C1)C3)C2)CC(=O)OC (methyl (1-adamantyl)-acetate), CP(OC)(OC)=O (dimethyl methylphosphonate), P([O-])([O-])=O (phosphonate), C(CCC)[Li] (n-butyllithium). The solvent is C(C)(=O)O (acetic acid), O1CCCC1 (tetrahydrofuran), CCCCCC (hexane). Conditions: time 40 minute. Product: O=C(CP(OC)(OC)=O)CC12CC3CC(CC(C1)C3)C2 (Dimethyl 2-Oxo-3-(1-Adamantyl)propylphosphonate). As a reaction SMILES: [CH3:1][P:2](=[O:7])([O:5][CH3:6])[O:3][CH3:4].P(=O)([O-])[O-].C([Li])CCC.[C:17]12([CH2:27][C:28](OC)=[O:29])[CH2:26][CH:21]3[CH2:22][CH:23]([CH2:25][CH:19]([CH2:20]3)[CH2:18]1)[CH2:24]2>O1CCCC1.CCCCCC.C(O)(=O)C>[O:29]=[C:28]([CH2:27][C:17]12[CH2:26][CH:21]3[CH2:22][CH:23]([CH2:25][CH:19]([CH2:20]3)[CH2:18]1)[CH2:24]2)[CH2:1][P:2](=[O:7])([O:5][CH3:6])[O:3][CH3:4]. Procedure: A solution of 49.6 g (0.400 moles) dimethyl methylphosphonate (Aldrich) in 500 ml dry tetrahydrofuran was cooled to -78° in a dry nitrogen atmosphere. To the stirred phosphonate solution was added 188 ml of 2.34 M n-butyllithium in hexane solution (Alfa Inorganics, Inc. dropwise over a period of 40 minutes at such a rate that the reaction temperature never rose above -65°. After an additional 5 minutes stirring at -78°, 41.7 g (0.200 mole) methyl (1-adamantyl)-acetate was added dropwise at a rat... Reactants: C(C)(C)(C)OC(C=CC1=NC=C(C=C1)C=CC(C1=CC=CC=C1)=O)=O (3-[5-(3-oxo-3-phenyl-propenyl)-pyridin-2-yl]-acrylic acid tert-butyl ester). Run in C(Cl)Cl (DCM), C(=O)(C(F)(F)F)O (TFA). Reaction conditions: time 4 hour. The product is O=C(C=CC=1C=CC(=NC1)C=CC(=O)O)C1=CC=CC=C1 (3-[5-(3-oxo-3-phenyl-propenyl)-pyridin-2-yl]-acrylic acid). The yield is 155.5%. RXN SMILES: C([O:5][C:6](=[O:25])[CH:7]=[CH:8][C:9]1[CH:14]=[CH:13][C:12]([CH:15]=[CH:16][C:17](=[O:24])[C:18]2[CH:23]=[CH:22][CH:21]=[CH:20][CH:19]=2)=[CH:11][N:10]=1)(C)(C)C>C(Cl)Cl.C(O)(C(F)(F)F)=O>[O:24]=[C:17]([C:18]1[CH:19]=[CH:20][CH:21]=[CH:22][CH:23]=1)[CH:16]=[CH:15][C:12]1[CH:13]=[CH:14][C:9]([CH:8]=[CH:7][C:6]([OH:25])=[O:5])=[N:10][CH:11]=1. Reported procedure: 3-[5-(3-oxo-3-phenyl-propenyl)-pyridin-2-yl]-acrylic acid tert-butyl ester (130 mg, 0.38 mmol) was dissolved in DCM (4 ml) and TFA (1 ml). The resulting solution was stirred for 4 h at room temperature and then the solvent was removed under vacuo. The resulting oil was crystallized from Et2O to give 165 mg of 3-[5-(3-oxo-3-phenyl-propenyl)-pyridin-2-yl]-acrylic acid as the trifluoroacetate salt. The reactants are [N+](=O)([O-])C1=CC=C(C=C1)CC(=O)O ((p-nitrophenyl) acetic acid), CNC1C(CCC2=CC=CC=C12)N1CCCC1 (N-methyl-2-(1-pyrrolidinyl)-1,2,3,4-tetrahydro-1-naphthalene amine). Product: CN(C(CC1=CC=C(C=C1)[N+](=O)[O-])=O)[C@H]1[C@@H](CCC2=CC=CC=C12)N1CCCC1 (Trans (±) N-methyl-4-nitro-N-[2(1-pyrrolidinyl)-1,2,3,4-tetrahydro-1-naphthyl]-benzene acetamide). Isolated yield 92.0%. Reaction SMILES: [N+:1]([C:4]1[CH:9]=[CH:8][C:7]([CH2:10][C:11]([OH:13])=O)=[CH:6][CH:5]=1)([O-:3])=[O:2].[CH3:14][NH:15][CH:16]1[C:25]2[C:20](=[CH:21][CH:22]=[CH:23][CH:24]=2)[CH2:19][CH2:18][CH:17]1[N:26]1[CH2:30][CH2:29][CH2:28][CH2:27]1>>[CH3:14][N:15]([C@@H:16]1[C:25]2[C:20](=[CH:21][CH:22]=[CH:23][CH:24]=2)[CH2:19][CH2:18][C@H:17]1[N:26]1[CH2:30][CH2:29][CH2:28][CH2:27]1)[C:11](=[O:13])[CH2:10][C:7]1[CH:6]=[CH:5][C:4]([N+:1]([O-:3])=[O:2])=[CH:9][CH:8]=1. Reported procedure: Using the procedure of Step C of Example 1, 770 mg of (p-nitrophenyl) acetic acid and 700 mg of the product of Step B of Example 1 were reacted to obtain 1.4 g of crude product which was purified by chromatograph on silica (eluant: methylene chloride 90, methanol 10) to obtain 1.1 g of product which was crystallized from ethyl ether to obtain 480 mg of product. Two crystallizations from isopropanol were effected to obtain 300 mg of the expected product melting at 135° C. Starting materials: OC1=CC=C2C(C=C(OC2=C1)C1=CC=CC=C1)=O (7-hydroxyflavone), BrCCCCCCl (1-bromo-5-chloropentane), OC1CCNCC1 (4-hydroxypiperidine). Product: OC1CCN(CC1)CCCCCOC1=CC2=C(C(C=C(O2)C2=CC=CC=C2)=O)C=C1 (7-[5-(4-Hydroxypiperidinyl)pentoxy]-2-phenyl-4H-1-benzopyran-4-one). RXN SMILES: [OH:1][C:2]1[CH:11]=[C:10]2[C:5]([C:6](=[O:18])[CH:7]=[C:8]([C:12]3[CH:17]=[CH:16][CH:15]=[CH:14][CH:13]=3)[O:9]2)=[CH:4][CH:3]=1.Br[CH2:20][CH2:21][CH2:22][CH2:23][CH2:24]Cl.[OH:26][CH:27]1[CH2:32][CH2:31][NH:30][CH2:29][CH2:28]1>>[OH:26][CH:27]1[CH2:32][CH2:31][N:30]([CH2:20][CH2:21][CH2:22][CH2:23][CH2:24][O:1][C:2]2[CH:3]=[CH:4][C:5]3[C:6](=[O:18])[CH:7]=[C:8]([C:12]4[CH:17]=[CH:16][CH:15]=[CH:14][CH:13]=4)[O:9][C:10]=3[CH:11]=2)[CH2:29][CH2:28]1. Reported procedure: The compound was prepared by a method similar to Example 3 from 7-hydroxyflavone, 1-bromo-5-chloropentane, and 4-hydroxypiperidine: mp 94°-95° C. Starting materials: COC1=CC=C2C(C(=COC2=C1)C1=CC=C(C=C1)OCC1OC1)=O (7-Methoxy-3-[4-(oxiran-2-ylmethoxy)phenyl]-4H-chromen-4-one), C1(CCCCC1)N (cyclohexylamine). Run in C(C)O (ethanol). Yields the product C1(CCCCC1)NCC(COC1=CC=C(C=C1)C1=COC2=CC(=CC=C2C1=O)OC)O (3-{4-[3-(Cyclohexylamino)-2-hydroxypropoxy]phenyl}-7-methoxy-4H-chromen-4-one). Isolated yield 66.1%. Reaction SMILES: [CH3:1][O:2][C:3]1[CH:12]=[C:11]2[C:6]([C:7](=[O:24])[C:8]([C:13]3[CH:18]=[CH:17][C:16]([O:19][CH2:20][CH:21]4[CH2:23][O:22]4)=[CH:15][CH:14]=3)=[CH:9][O:10]2)=[CH:5][CH:4]=1.[CH:25]1([NH2:31])[CH2:30][CH2:29][CH2:28][CH2:27][CH2:26]1>C(O)C>[CH:25]1([NH:31][CH2:23][CH:21]([OH:22])[CH2:20][O:19][C:16]2[CH:17]=[CH:18][C:13]([C:8]3[C:7](=[O:24])[C:6]4[C:11](=[CH:12][C:3]([O:2][CH3:1])=[CH:4][CH:5]=4)[O:10][CH:9]=3)=[CH:14][CH:15]=2)[CH2:30][CH2:29][CH2:28][CH2:27][CH2:26]1. Procedure details: A mixture of compound 3 (obtained from example 1) (0.32 g, 1 mmol), cyclohexylamine (0.50 g, 5 mmol), and ethanol (30 mL) was refluxed for 4 hrs (TLC monitoring). After removal of solvent in vacuo, the residue was treated with H2O (50 mL). The resulting precipitate was collected and purified by column chromatography (MeOH/CH2Cl2=1:20) to give the title compound 5c (0.28 g, 67% yield). M.p.: 125-126° C.